Task: describe an organic reaction: reactants, conditions, products, and yield. Dataset: the Open Reaction Database (ORD), a public repository of structured organic reaction records Isolated yield 145.1%. The solvent is C1CCOC1 (THF). Reaction conditions: temperature 0 celsius, time 30 minute. Reported procedure: (3S)—N,N-Dimethyl-5-oxo-4-(phenylmethyl)-3 morpholinecarboxamide (390 mg, 1.5 mmol) was dissolved in THF (20 mL) and the solution was cooled to 0° C. LiAlH4 (225 mg, 5.9 mmol) was added and the resulting mixture was refluxed overnight. Upon cooling to 0° C., water (1.4 mL) was added followed by 15% (w/w) NaOH (aq) (1.4 mL) and finally another portion of water (4.2 mL). Stirring for 30 min followed by filtration and concentration in vacuo yielded a crude mixture which was purified by RP-HPLC to p... Yields the product CN(C[C@H]1N(CCOC1)CC1=CC=CC=C1)C (dimethyl{[(3R)-4-(phenylmethyl)-3-morpholinyl]methyl}amine). Reaction SMILES: [CH3:1][N:2]([CH3:19])[C:3]([C@@H:5]1[CH2:10][O:9][CH2:8][C:7](=O)[N:6]1[CH2:12][C:13]1[CH:18]=[CH:17][CH:16]=[CH:15][CH:14]=1)=O.[H-].[H-].[H-].[H-].[Li+].[Al+3].O.[OH-].[Na+]>C1COCC1>[CH3:1][N:2]([CH3:19])[CH2:3][C@@H:5]1[CH2:10][O:9][CH2:8][CH2:7][N:6]1[CH2:12][C:13]1[CH:18]=[CH:17][CH:16]=[CH:15][CH:14]=1 |f:1.2.3.4.5.6,8.9|. The reactants are [OH-].[Na+] (NaOH), CN(C(=O)[C@H]1N(C(COC1)=O)CC1=CC=CC=C1)C ((3S)—N,N-Dimethyl-5-oxo-4-(phenylmethyl)-3 morpholinecarboxamide), [H-].[H-].[H-].[H-].[Li+].[Al+3] (LiAlH4), O (water), O (water).